From a dataset of the Open Reaction Database (ORD), a public repository of structured organic reaction records. describe an organic reaction: reactants, conditions, products, and yield The reactants are O=c1cc2c(n[nH]1)-c1cc(Br)sc1SCC2, CCBr. The product is CCn1nc2c(cc1=O)CCSc1sc(Br)cc1-2. Reaction SMILES: [Br:4][c:5]1[cH:6][c:7]2[c:8]([s:19]1)[S:9][CH2:10][CH2:11][c:12]1[c:13]-2[n:14][nH:15][c:16](=[O:18])[cH:17]1.[CH2:1]([CH3:2])[Br:3]>>[CH2:1]([CH3:2])[n:15]1[n:14][c:13]2[c:12]([cH:17][c:16]1=[O:18])[CH2:11][CH2:10][S:9][c:8]1[c:7]-2[cH:6][c:5]([Br:4])[s:19]1. Starting materials: C(#N)C1(CC1)NC(=O)[C@H]1[C@@H](C[C@@H](C1)S(=O)(=O)C1=C(C=C(C=C1)F)Cl)C(=O)N1CC(C1)(F)F ((1R,2R,4R)-4-(2-Chloro-4-fluoro-benzenesulfonyl)-2-(3,3-difluoro-azetidine-1-carbonyl)-cyclopentanecarboxylic acid (1-cyano-cyclopropyl)-amide), C1(CC1)N1CCNCC1 (N-cyclopropylpiperazine), solid. Product: C(#N)C1(CC1)NC(=O)[C@H]1[C@@H](C[C@@H](C1)S(=O)(=O)C1=C(C=C(C=C1)N1CCN(CC1)C1CC1)Cl)C(=O)N1CC(C1)(F)F ((1R,2R,4R)-4-[2-Chloro-4-(4-cyclopropyl-piperazin-1-yl)-benzenesulfonyl]-2-(3,3-difluoro-azetidine-1-carbonyl)-cyclopentanecarboxylic acid (1-cyano-cyclopropyl)-amide). As a reaction SMILES: [C:1]([C:3]1([NH:6][C:7]([C@@H:9]2[CH2:13][C@@H:12]([S:14]([C:17]3[CH:22]=[CH:21][C:20](F)=[CH:19][C:18]=3[Cl:24])(=[O:16])=[O:15])[CH2:11][C@H:10]2[C:25]([N:27]2[CH2:30][C:29]([F:32])([F:31])[CH2:28]2)=[O:26])=[O:8])[CH2:5][CH2:4]1)#[N:2].[CH:33]1([N:36]2[CH2:41][CH2:40][NH:39][CH2:38][CH2:37]2)[CH2:35][CH2:34]1>>[C:1]([C:3]1([NH:6][C:7]([C@@H:9]2[CH2:13][C@@H:12]([S:14]([C:17]3[CH:22]=[CH:21][C:20]([N:39]4[CH2:40][CH2:41][N:36]([CH:33]5[CH2:35][CH2:34]5)[CH2:37][CH2:38]4)=[CH:19][C:18]=3[Cl:24])(=[O:15])=[O:16])[CH2:11][C@H:10]2[C:25]([N:27]2[CH2:28][C:29]([F:32])([F:31])[CH2:30]2)=[O:26])=[O:8])[CH2:5][CH2:4]1)#[N:2]. Procedure details: The title compound was prepared in analogy to example 127 using (1R,2R,4R)-4-(2-chloro-4-fluoro-benzenesulfonyl)-2-(3,3-difluoro-azetidine-1-carbonyl)-cyclopentanecarboxylic acid-(1-cyano-cyclopropyl)-amide (example 119 step 4) and N-cyclopropylpiperazine bis hydrobromic salt (CAS # 159974-58-0). White solid (64%). MS (EI): 596.2 (M+H)+. Reactants: COc1ccc(Br)c(C(=O)O)c1, CC(=O)[O-], CC(=O)[O-], CC(=O)O, [Cu+2], [K+], [K+], CCn1nccc1N, O=C([O-])[O-], CN(C)C=O, O. The product is CCn1nccc1Nc1ccc(OC)cc1C(=O)O. Reaction SMILES: [Br:1][c:2]1[c:3]([C:4](=[O:5])[OH:6])[cH:7][c:8]([O:11][CH3:12])[cH:9][cH:10]1.[C:32]([O-:33])(=[O:34])[CH3:35].[C:37]([O-:38])(=[O:39])[CH3:40].[CH3:41][C:42](=[O:43])[OH:44].[Cu+2:36].[K+:21].[K+:22].[NH2:13][c:14]1[cH:15][cH:16][n:17][n:18]1[CH2:19][CH3:20].[O-:23][C:24]([O-:25])=[O:26].[O:27]=[CH:28][N:29]([CH3:30])[CH3:31].[OH2:45]>>[c:2]1([NH:13][c:14]2[cH:15][cH:16][n:17][n:18]2[CH2:19][CH3:20])[c:3]([C:4](=[O:5])[OH:6])[cH:7][c:8]([O:11][CH3:12])[cH:9][cH:10]1.